This data is from the Open Reaction Database (ORD), a public repository of structured organic reaction records. The task is: describe an organic reaction: reactants, conditions, products, and yield The reactants are CC=1N(C2=CC=C(C=C2C1CC(=O)NN)OCC1=NC2=CC=CC=C2C=C1)CC1=CC=CC=C1 (2-Methyl-1-(phenylmethyl)-5-[(2-quinolyl)methoxy]-1H-indole-3-acetic acid hydrazide), [H-].[Na+] (NaH), BrCCCC(=O)OCC (ethyl 4-bromobutyrate). Run in O (water), CS(=O)C (DMSO). Run at time 4 hour. Product: C(C)OC(CCCOC=1C=C2C(=C(N(C2=CC1)CC1=CC=CC=C1)C)CC(=O)NN)=O (4-[[3-(2-hydrazino-2-oxoethyl)-2-methyl-1-(phenylmethyl)-1H-indole-5-yl]oxy]butanoic acid ethyl ester). Yield: 68.5%. As a reaction SMILES: [CH3:1][C:2]1[N:3]([CH2:28][C:29]2[CH:34]=[CH:33][CH:32]=[CH:31][CH:30]=2)[C:4]2[C:9]([C:10]=1[CH2:11][C:12]([NH:14][NH2:15])=[O:13])=[CH:8][C:7]([O:16]CC1C=CC3C(=CC=CC=3)N=1)=[CH:6][CH:5]=2.[H-].[Na+].Br[CH2:38][CH2:39][CH2:40][C:41]([O:43][CH2:44][CH3:45])=[O:42]>CS(C)=O.O>[CH2:44]([O:43][C:41](=[O:42])[CH2:40][CH2:39][CH2:38][O:16][C:7]1[CH:8]=[C:9]2[C:4](=[CH:5][CH:6]=1)[N:3]([CH2:28][C:29]1[CH:34]=[CH:33][CH:32]=[CH:31][CH:30]=1)[C:2]([CH3:1])=[C:10]2[CH2:11][C:12]([NH:14][NH2:15])=[O:13])[CH3:45] |f:1.2|. Reported procedure: A solution of 310 mg (1 mmol) of 5-hydroxy-2-methyl-1-(phenylmethyl)-1H-indole-3-acetic acid hydrazide (Example 62) in 25 mL of DMSO was treated with 45 mg (1.1 mmol) of 60% NaH/mineral oil and after 0.25 hours, 0.16 mL (1.1 mmol) of ethyl 4-bromobutyrate was added. The mixture was stirred for 4 hours, diluted with water and extracted with EtOAc. The EtOAc solution was washed with NaCl solution, dried (Na2SO4), and concentrated at reduced pressure. The residue was chromatographed on silica eluti... Reactants: C(C(CO)(CO)N)O (Tris), C1=CC(=C[N+](=C1)[C@H]2[C@@H]([C@@H]([C@H](O2)COP(=O)(O)OP(=O)(O)OC[C@@H]3[C@H]([C@H]([C@@H](O3)N4C=NC5=C4N=CN=C5N)OP(=O)(O)O)O)O)O)C(=O)N (NADP), C([C@@H]1[C@H]([C@@H]([C@H]([C@@H](O1)O)O)O)O)OP(=O)(O)O (glucose-6-phosphate), C1=CC(=C[N+](=C1)[C@H]2[C@@H]([C@@H]([C@H](O2)COP(=O)(O)OP(=O)(O)OC[C@@H]3[C@H]([C@H]([C@@H](O3)N4C=NC5=C4N=CN=C5N)OP(=O)(O)O)O)O)O)C(=O)N (NADP), C([C@@H]1[C@H]([C@@H]([C@H]([C@@H](O1)O)O)O)O)OP(=O)(O)O (glucose-6-phosphate), CC1=NC(=CS1)/C=C(\C)/[C@@H]2C/C=C(\CCC[C@@H]([C@@H]([C@H](C(=O)C([C@H](CC(=O)O2)O)(C)C)C)O)C)/C (epothilone D). Conditions: temperature 90 celsius, time 67 minute. Yields the product C[C@H]1CCC[C@@]2([C@@H](O2)C[C@H](OC(=O)C[C@@H](C(C(=O)[C@@H]([C@H]1O)C)(C)C)O)/C(=C/C3=CSC(=N3)C)/C)C (epothilone B). Reaction SMILES: C(O)C(N)(CO)C[OH:4].C1C=[N+]([C@@H]2O[C@H](COP(OP(OC[C@H]3O[C@@H](N4C5N=CN=C(N)C=5N=C4)[C@H](OP(O)(O)=O)[C@@H]3O)(O)=O)(O)=O)[C@@H](O)[C@H]2O)C=C(C(N)=O)C=1.C(OP(O)(O)=O)[C@H]1O[C@@H](O)[C@H](O)[C@@H](O)[C@@H]1O.[CH3:73][C:74]1[S:78][CH:77]=[C:76](/[CH:79]=[C:80](/[C@H:82]2[O:99][C:97](=[O:98])[CH2:96][C@H:95]([OH:100])[C:94]([CH3:102])([CH3:101])[C:92](=[O:93])[C@H:91]([CH3:103])[C@@H:90]([OH:104])[C@@H:89]([CH3:105])[CH2:88][CH2:87][CH2:86][C:85]([CH3:106])=[CH:84][CH2:83]2)\[CH3:81])[N:75]=1>>[CH3:105][C@@H:89]1[C@H:90]([OH:104])[C@@H:91]([CH3:103])[C:92](=[O:93])[C:94]([CH3:102])([CH3:101])[C@@H:95]([OH:100])[CH2:96][C:97](=[O:98])[O:99][C@H:82](/[C:80](/[CH3:81])=[CH:79]/[C:76]2[N:75]=[C:74]([CH3:73])[S:78][CH:77]=2)[CH2:83][C@@H:84]2[O:4][C@:85]2([CH3:106])[CH2:86][CH2:87][CH2:88]1. Procedure details: The EpoK assay was performed as follows (See Betlach et al., Biochem (1998) 37:14937, incorporated herein by reference). Briefly, reactions consisted of 50 mM Tris (pH7.5), 21 μM spinach ferredoxin, 0.132 units of spinach ferredoxin: NADP+oxidoreductase, 0.8 units of glucose-6-phosphate dehydrogenase, 1.4 mM NADP, and 7.1 mM glucose-6-phosphate, 100 μM or 200 μM epothilone D (a generous gift of S. Danishefsky), and 1.7 μM amino terminal his tagged EpoK or 1.6 μM carboxy terminal his tagged EpoK ... Starting materials: O=C([O-])O, Cc1nn(-c2ccc(O)cc2)c2c1CCC1CCCCC21, ClCCCN1CCCC1, [H-], [I-], [Na+], [Na+], [Na+]. Yields the product Cc1nn(-c2ccc(OCCCN3CCCC3)cc2)c2c1CCC1CCCCC21. Reaction SMILES: [C:35](=[O:36])([OH:37])[O-:38].[CH3:1][c:2]1[n:3][n:4](-[c:15]2[cH:16][cH:17][c:18]([OH:21])[cH:19][cH:20]2)[c:5]2[c:10]1[CH2:9][CH2:8][CH:7]1[CH:6]2[CH2:14][CH2:13][CH2:12][CH2:11]1.[Cl:22][CH2:23][CH2:24][CH2:25][N:26]1[CH2:27][CH2:28][CH2:29][CH2:30]1.[H-:31].[I-:34].[Na+:32].[Na+:33].[Na+:39]>>[CH3:1][c:2]1[n:3][n:4](-[c:15]2[cH:16][cH:17][c:18]([O:21][CH2:23][CH2:24][CH2:25][N:26]3[CH2:27][CH2:28][CH2:29][CH2:30]3)[cH:19][cH:20]2)[c:5]2[c:10]1[CH2:9][CH2:8][CH:7]1[CH:6]2[CH2:14][CH2:13][CH2:12][CH2:11]1. The reactants are C1(=CC=CC=C1)C(C(=O)O)(CC)C1=CC=CC=C1 (2,2-diphenylbutanoic acid), NCCCN1CCC(CC1)C=1C=C(C=CC1)NC(C(C)C)=O (N-{3-[1-(3-aminopropyl)-4-piperidinyl]phenyl}-2-methyl propanamide). Product: C(C(C)C)(=O)NC=1C=C(C=CC1)C1CCN(CC1)CCCNC(C(CC)(C1=CC=CC=C1)C1=CC=CC=C1)=O (N-(3-{4-[3-(ISOBUTYRYLAMINO)PHENYL]-1-PIPERIDINYL}PROPYL)-2,2-DIPHENYL BUTANAMIDE). RXN SMILES: [C:1]1([C:7]([C:13]2[CH:18]=[CH:17][CH:16]=[CH:15][CH:14]=2)([CH2:11][CH3:12])[C:8](O)=[O:9])[CH:6]=[CH:5][CH:4]=[CH:3][CH:2]=1.[NH2:19][CH2:20][CH2:21][CH2:22][N:23]1[CH2:28][CH2:27][CH:26]([C:29]2[CH:30]=[C:31]([NH:35][C:36](=[O:40])[CH:37]([CH3:39])[CH3:38])[CH:32]=[CH:33][CH:34]=2)[CH2:25][CH2:24]1>>[C:36]([NH:35][C:31]1[CH:30]=[C:29]([CH:26]2[CH2:27][CH2:28][N:23]([CH2:22][CH2:21][CH2:20][NH:19][C:8](=[O:9])[C:7]([C:1]3[CH:6]=[CH:5][CH:4]=[CH:3][CH:2]=3)([C:13]3[CH:18]=[CH:17][CH:16]=[CH:15][CH:14]=3)[CH2:11][CH3:12])[CH2:24][CH2:25]2)[CH:34]=[CH:33][CH:32]=1)(=[O:40])[CH:37]([CH3:38])[CH3:39]. Reported procedure: Example 12 was prepared from 2,2-diphenylbutanoic acid and N-{3-[1-(3-aminopropyl)-4-piperidinyl]phenyl}-2-methyl propanamide according to the procedures described in Scheme 9: 1H NMR (400 MHz, CDCl3) δ 7.45 (s, 1H), 7.44–7.39 (m, 2H), 7.37–7.28 (m, 8H), 7.27–7.20 (m, 3H), 6.89 (d, 1H, J=7.4 Hz), 6.43 (t, 1H, J=4.5 Hz), 3.35–3.27 (m, 2H), 2.90–2.82 (m, 2H), 2.51 (septet, 1H, J=6.8 Hz), 2.49–2.35 (m, 4H), 2.24 (t, 2H, J=6.3 Hz), 1.89 (t, 2H, J=10.2 Hz), 1.75–1.68 (m, 2H), 1.66–1.58 (m, 2H), 1.57–...